Dataset: the Open Reaction Database (ORD), a public repository of structured organic reaction records. Task: describe an organic reaction: reactants, conditions, products, and yield Reactants: C1(=C(C=CC=C1)N)N (o-phenylenediamine), C([O-])([O-])=O.[Na+].[Na+] (sodium carbonate), CC=1C=CC(=NC1)C(=O)O (5-methylpicolinic acid), polyphosphoric acid. Solvent: O (water). The product is CC=1C=CC(=NC1)C=1NC2=C(N1)C=CC=C2 (2-(5-methylpyridin-2-yl)benzimidazole). Reaction SMILES: [C:1]1([NH2:8])[CH:6]=[CH:5][CH:4]=[CH:3][C:2]=1[NH2:7].[CH3:9][C:10]1[CH:11]=[CH:12][C:13]([C:16](O)=O)=[N:14][CH:15]=1.C(=O)([O-])[O-].[Na+].[Na+]>O>[CH3:9][C:10]1[CH:11]=[CH:12][C:13]([C:16]2[NH:7][C:2]3[CH:3]=[CH:4][CH:5]=[CH:6][C:1]=3[N:8]=2)=[N:14][CH:15]=1 |f:2.3.4|. Procedure details: 6.2 g. of o-phenylenediamine, 7.1 g. of 5-methylpicolinic acid and 40 g. of polyphosphoric acid were stirred under nitrogen gas current at 160° C. to 180° C. for 4 hours. To the reaction mixture were added 400 ml. of water and then a concentrated aqueous solution of sodium carbonate to neutrality. The resulting crystals were filtered off, dried and recrystallized from acetonitrile or ethyl acetate to obtain 9.4 g. of colorless needles of the product (86% of theory), M.P. 229.0°-229.5° C. Starting materials: COc1nc(OC)nc([N+]2(C)CCOCC2)n1, CO, [Cl-], CN(C)C1(c2ccccc2)CCC(CN)CC1, O=C(O)CCn1ccc2ccccc21. Product: CN(C)C1(c2ccccc2)CCC(CNC(=O)CCn2ccc3ccccc32)CC1. RXN SMILES: [CH3:19][O:20][c:21]1[n:22][c:23]([O:24][CH3:25])[n:26][c:27]([N+:28]2([CH3:29])[CH2:30][CH2:31][O:32][CH2:33][CH2:34]2)[n:35]1.[CH3:50][OH:51].[Cl-:18].[NH2:1][CH2:2][CH:3]1[CH2:4][CH2:5][C:6]([c:9]2[cH:10][cH:11][cH:12][cH:13][cH:14]2)([N:15]([CH3:16])[CH3:17])[CH2:7][CH2:8]1.[n:36]1([CH2:45][CH2:46][C:47](=[O:48])[OH:49])[cH:37][cH:38][c:39]2[cH:40][cH:41][cH:42][cH:43][c:44]12>>[NH:1]([CH2:2][CH:3]1[CH2:4][CH2:5][C:6]([c:9]2[cH:10][cH:11][cH:12][cH:13][cH:14]2)([N:15]([CH3:16])[CH3:17])[CH2:7][CH2:8]1)[C:47]([CH2:46][CH2:45][n:36]1[cH:37][cH:38][c:39]2[cH:40][cH:41][cH:42][cH:43][c:44]12)=[O:48]. As a reaction SMILES: [CH3:30][NH2:31].[CH3:32][CH2:33][OH:34].[F:1][c:2]1[cH:3][c:4]([C:26]([F:27])([F:28])[F:29])[c:5]([C:6](=[O:7])[NH:8][CH:9]([C:10](=[O:11])[O:12][CH2:13][CH3:14])[CH:15]([c:16]2[c:17]([CH3:22])[cH:18][cH:19][cH:20][cH:21]2)[OH:23])[cH:24][cH:25]1>>[F:1][c:2]1[cH:3][c:4]([C:26]([F:27])([F:28])[F:29])[c:5]([C:6](=[O:7])[NH:8][CH:9]([C:10](=[O:11])[NH:31][CH3:30])[CH:15]([c:16]2[c:17]([CH3:22])[cH:18][cH:19][cH:20][cH:21]2)[OH:23])[cH:24][cH:25]1. The product is CNC(=O)C(NC(=O)c1ccc(F)cc1C(F)(F)F)C(O)c1ccccc1C. Reactants: CN, CCO, CCOC(=O)C(NC(=O)c1ccc(F)cc1C(F)(F)F)C(O)c1ccccc1C.